Dataset: the Open Reaction Database (ORD), a public repository of structured organic reaction records. Task: describe an organic reaction: reactants, conditions, products, and yield The reactants are CC(=O)OC(C)=O, O=CO, CC(CCN)c1ccccc1-c1ccccc1. Product: CC(CCNC=O)c1ccccc1-c1ccccc1. RXN SMILES: [CH3:18][C:19](=[O:20])[O:21][C:22](=[O:23])[CH3:24].[CH:25]([OH:26])=[O:27].[c:1]1(-[c:12]2[cH:13][cH:14][cH:15][cH:16][cH:17]2)[c:2]([CH:7]([CH2:8][CH2:9][NH2:10])[CH3:11])[cH:3][cH:4][cH:5][cH:6]1>>[c:1]1(-[c:12]2[cH:13][cH:14][cH:15][cH:16][cH:17]2)[c:2]([CH:7]([CH2:8][CH2:9][NH:10][CH:19]=[O:20])[CH3:11])[cH:3][cH:4][cH:5][cH:6]1. Product: COC(=O)c1ccc(CNCC2CCCN2C(=O)OC(C)(C)C)cc1. Reaction SMILES: [C:31]([O:32][BH-:33]([O:34][C:35](=[O:36])[CH3:37])[O:38][C:39](=[O:40])[CH3:41])(=[O:42])[CH3:43].[C:45](=[O:46])([OH:47])[O-:48].[CH3:27][C:28](=[O:29])[OH:30].[CH:15](=[O:16])[c:17]1[cH:18][cH:19][c:20]([C:21](=[O:22])[O:23][CH3:24])[cH:25][cH:26]1.[Cl:50][CH:51]([Cl:52])[CH3:53].[NH2:1][CH2:2][CH:3]1[N:4]([C:8](=[O:9])[O:10][C:11]([CH3:12])([CH3:13])[CH3:14])[CH2:5][CH2:6][CH2:7]1.[Na+:44].[Na+:49]>>[NH:1]([CH2:2][CH:3]1[N:4]([C:8](=[O:9])[O:10][C:11]([CH3:12])([CH3:13])[CH3:14])[CH2:5][CH2:6][CH2:7]1)[CH2:15][c:17]1[cH:18][cH:19][c:20]([C:21](=[O:22])[O:23][CH3:24])[cH:25][cH:26]1. The reactants are CC(=O)O[BH-](OC(C)=O)OC(C)=O, O=C([O-])O, CC(=O)O, COC(=O)c1ccc(C=O)cc1, CC(Cl)Cl, CC(C)(C)OC(=O)N1CCCC1CN, [Na+], [Na+]. Starting materials: ClC1=C(C(=O)OC)C=C(C(=C1)Cl)B1OC(C(O1)(C)C)(C)C (methyl 2,4-dichloro-5-(4,4,5,5-tetramethyl-1,3,2-dioxaborolan-2-yl)benzoate), BrC1=NC=CC=C1 (2-bromopyridine), C([O-])([O-])=O.[K+].[K+] (potassium carbonate). Reagents/catalysts: C=1C=CC(=CC1)[P](C=2C=CC=CC2)(C=3C=CC=CC3)[Pd]([P](C=4C=CC=CC4)(C=5C=CC=CC5)C=6C=CC=CC6)([P](C=7C=CC=CC7)(C=8C=CC=CC8)C=9C=CC=CC9)[P](C=1C=CC=CC1)(C=1C=CC=CC1)C=1C=CC=CC1 (tetrakis(triphenylphosphine)palladium). Run in O1CCOCC1 (dioxane), O (water). Run at temperature 110 celsius. The product is ClC1=C(C(=O)OC)C=C(C(=C1)Cl)C1=NC=CC=C1 (Methyl 2,4-dichloro-5-(pyridin-2-yl)benzoate). The yield is 93.6%. As a reaction SMILES: [Cl:1][C:2]1[CH:11]=[C:10]([Cl:12])[C:9](B2OC(C)(C)C(C)(C)O2)=[CH:8][C:3]=1[C:4]([O:6][CH3:7])=[O:5].Br[C:23]1[CH:28]=[CH:27][CH:26]=[CH:25][N:24]=1.C(=O)([O-])[O-].[K+].[K+]>O1CCOCC1.O.C1C=CC([P]([Pd]([P](C2C=CC=CC=2)(C2C=CC=CC=2)C2C=CC=CC=2)([P](C2C=CC=CC=2)(C2C=CC=CC=2)C2C=CC=CC=2)[P](C2C=CC=CC=2)(C2C=CC=CC=2)C2C=CC=CC=2)(C2C=CC=CC=2)C2C=CC=CC=2)=CC=1>[Cl:1][C:2]1[CH:11]=[C:10]([Cl:12])[C:9]([C:23]2[CH:28]=[CH:27][CH:26]=[CH:25][N:24]=2)=[CH:8][C:3]=1[C:4]([O:6][CH3:7])=[O:5] |f:2.3.4,^1:45,47,66,85|. Procedure details: To a solution of methyl 2,4-dichloro-5-(4,4,5,5-tetramethyl-1,3,2-dioxaborolan-2-yl)benzoate (Preparation 45, 5 g, 15 mmol) in dioxane (30 mL) and water (10 mL) was added 2-bromopyridine (1.73 mL, 18 mmol), tetrakis(triphenylphosphine)palladium (0) (1.75 g, 1.51 mmol) and potassium carbonate (4.18 g, 30 mmol). The reaction was heated to 110° C. The reaction was cooled, extracted into EtOAc and separated. The organic layer was washed with brine, dried over magnesium sulphate and concentrated in v...